Dataset: the Open Reaction Database (ORD), a public repository of structured organic reaction records. Task: describe an organic reaction: reactants, conditions, products, and yield Reactants: CO (MeOH), O (H2O), N([C@@H](COCC1=CC=CC=C1)C(=O)N[C@@H](CC(OCC1=CC=CC=C1)=O)C(=O)N[C@@H](C)C(=O)N[C@@H](C)C(=O)OCC1=CC=CC=C1)C(=O)C (Ac-Ser(Bzl)-Asp(OBzl)-Ala-Ala-OBzl). Reagents/catalysts: catalyst. Solvent: CC(=O)O (HOAc). Yields the product N([C@@H](CO)C(=O)N[C@@H](CC(O)=O)C(=O)N[C@@H](C)C(=O)N[C@@H](C)C(=O)O)C(=O)C (Ac-Ser-Asp-Ala-Ala-OH). The yield is 86.3%. RXN SMILES: [NH:1]([C:47]([CH3:49])=[O:48])[C@H:2]([C:12]([NH:14][C@H:15]([C:27]([NH:29][C@H:30]([C:32]([NH:34][C@H:35]([C:37]([O:39]CC1C=CC=CC=1)=[O:38])[CH3:36])=[O:33])[CH3:31])=[O:28])[CH2:16][C:17](=[O:26])[O:18]CC1C=CC=CC=1)=[O:13])[CH2:3][O:4]CC1C=CC=CC=1.CO.O>CC(O)=O>[NH:1]([C:47]([CH3:49])=[O:48])[C@H:2]([C:12]([NH:14][C@H:15]([C:27]([NH:29][C@H:30]([C:32]([NH:34][C@H:35]([C:37]([OH:39])=[O:38])[CH3:36])=[O:33])[CH3:31])=[O:28])[CH2:16][C:17](=[O:18])[OH:26])=[O:13])[CH2:3][OH:4]. Procedure: Ac-Ser(Bzl)-Asp(OBzl)-Ala-Ala-OBzl (0.6 g, 0.888 mmol) was hydrogenated in a Parr apparatus at 50 psi in the presence of 0.62 g catalyst (5% Pd on BaSO4) in a solvent mixture consisting of 35 ml MeOH, 15 ml H2O, and 1 ml HOAc for 4 hours. The catalyst was filtered off and the filtrate concentrated to a smaller volume and lyophilized to give 0.38 g crude material. Tlc showed two minor contaminants in addition to the major component. The compound was then purified on a Bio-Rad AGl × 2 column (3 × ... Starting materials: Mo(CHCMe2Ph)(NAr)(OCMe(CF3)2)2(phen), C(C)(C)(C)OC(N(C[C@H]([C@@H](C=C)OCC1=CC=CC=C1)N=[N+]=[N-])CC=C)=O ((2R,3R)-allyl-(2-azido-3-benzyloxy-pent-4-enyl)-carbamic acid tert-butylester). The reagents and catalysts are [Cl-].[Cl-].[Zn+2] (ZnCl2). Solvent: C(Cl)Cl (CH2Cl2). The product is C(C)(C)(C)OC(=O)N1C[C@H]([C@@H](C=CC1)OCC1=CC=CC=C1)N=[N+]=[N-] ((3R,4R)-3-Azido-4-benzyloxy-2,3,4,7-tetrahydroazepin-1-carboxylic acid tert-butylester). As a reaction SMILES: [C:1]([O:5][C:6](=[O:27])[N:7]([CH2:24]C=C)[CH2:8][C@@H:9]([N:21]=[N+:22]=[N-:23])[C@H:10]([O:13][CH2:14][C:15]1[CH:20]=[CH:19][CH:18]=[CH:17][CH:16]=1)[CH:11]=[CH2:12])([CH3:4])([CH3:3])[CH3:2]>C(Cl)Cl.[Cl-].[Cl-].[Zn+2]>[C:1]([O:5][C:6]([N:7]1[CH2:24][CH:12]=[CH:11][C@@H:10]([O:13][CH2:14][C:15]2[CH:16]=[CH:17][CH:18]=[CH:19][CH:20]=2)[C@H:9]([N:21]=[N+:22]=[N-:23])[CH2:8]1)=[O:27])([CH3:4])([CH3:2])[CH3:3] |f:2.3.4|. Procedure details: A solution of Mo(CHCMe2Ph)(NAr)(OCMe(CF3)2)2(phen) (8 mg, 9 μmol, 5 mol %) and ZnCl2 (1.2 mg, 9 μmol) in CH2Cl2 (18 mL) was heated for 30 min to 100° C. Subsequently, (2R,3R)-allyl-(2-azido-3-benzyloxy-pent-4-enyl)-carbamic acid tert-butylester (66 mg, 0.177 mmol) was added and the mixture was heated for 30 min under reflux. After removal of the solvent, the residue is purified by means of column chromatography at silica gel (hexane/ethylacetate, 20:1). 1H NMR (300 MHz, CD2Cl2): δ=7.40-7.29 (m, ... Starting materials: [N+](=O)([O-])C=1C=C(CN)C=CC1 (3-nitrobenzylamine), ClC=1C2=C(N=C(N1)C1=NC=CC=C1)SC(=C2)[N+](=O)[O-] (4-chloro-2-(pyridin-2-yl)-6-nitro-thieno-[2,3-d]-pyrimidine). The product is N1=C(C=CC=C1)C=1N=C(C2=C(N1)SC(=C2)[N+](=O)[O-])NCC2=CC(=CC=C2)[N+](=O)[O-] (2-(pyridin-2-yl)-4-(3-nitrobenzylamino)-6-nitro-thieno-[2,3-d]-pyrimidine). RXN SMILES: [N+:1]([C:4]1[CH:5]=[C:6]([CH:9]=[CH:10][CH:11]=1)[CH2:7][NH2:8])([O-:3])=[O:2].Cl[C:13]1[C:14]2[CH:27]=[C:26]([N+:28]([O-:30])=[O:29])[S:25][C:15]=2[N:16]=[C:17]([C:19]2[CH:24]=[CH:23][CH:22]=[CH:21][N:20]=2)[N:18]=1>>[N:20]1[CH:21]=[CH:22][CH:23]=[CH:24][C:19]=1[C:17]1[N:18]=[C:13]([NH:8][CH2:7][C:6]2[CH:9]=[CH:10][CH:11]=[C:4]([N+:1]([O-:3])=[O:2])[CH:5]=2)[C:14]2[CH:27]=[C:26]([N+:28]([O-:30])=[O:29])[S:25][C:15]=2[N:16]=1. Procedure: With the procedure of Example 1, the reaction of 3-nitrobenzylamine with 4-chloro-2-(pyridin-2-yl)-6-nitro-thieno-[2,3-d]-pyrimidine yields 2-(pyridin-2-yl)-4-(3-nitrobenzylamino)-6-nitro-thieno-[2,3-d]-pyrimidine. Reactants: BrCC(C)(C1=C(C=C(C=C1)F)F)Br (1,2-dibromo-2-(2,4-difluorophenyl) propane), N1N=CN=C1 (1,2,4-triazole), O (water). Solvent: CN(C)C=O (DMF). The product is N1(N=CN=C1)CC(=C)C1=C(C=C(C=C1)F)F (3-(1H-1,2,4-Triazol-1-YL)-2-(2,4-Difluorophenyl)-1-Propene). Yield: 29.9%. Reaction SMILES: Br[CH2:2][C:3](Br)([C:5]1[CH:10]=[CH:9][C:8]([F:11])=[CH:7][C:6]=1[F:12])[CH3:4].[NH:14]1[CH:18]=[N:17][CH:16]=[N:15]1.O>CN(C=O)C>[N:14]1([CH2:2][C:3]([C:5]2[CH:10]=[CH:9][C:8]([F:11])=[CH:7][C:6]=2[F:12])=[CH2:4])[CH:18]=[N:17][CH:16]=[N:15]1. Reported procedure: 5 g (15.9 mmol) of 1,2-dibromo-2-(2,4-difluorophenyl) propane VIII and 3.3 g (48 mmol) of 1,2,4-triazole in DMF was refluxed for 15 hours. The reaction mixture was cooled down to room temperature, water (40 mL) was added and product was extracted with EtOAc (2×50 mL). The EtOAc phase was washed with water and dried (Na2SO4). Evaporation of the solvent under reduced pressure and purification of the residue on a silica gel column with ethyl acetate as the eluent, furnished the title compound (1.05... Reactants: S1C(=NC2=C1C=CC=C2)C=2C(=NC1=CC=CC=C1N2)O[C@@H]2C[C@H](NC2)C(=O)N[C@]2([C@@H](C2)C=C)C(=O)OCC ((1R,2S)-ethyl 1-((2S,4R)-4-(3-(benzo[d]thiazol-2-yl)quinoxalin-2-yloxy)pyrrolidine-2-carboxamido)-2-vinylcyclopropanecarboxylate), CC1=NC=C(C=N1)C(=O)N[C@H](C(=O)O)CCCCCC=C ((S)-2-(2-methylpyrimidine-5-carboxamido)non-8-enoic acid), ON1C(=O)C2C3C=CC(C2C1=O)C3 (N-hydroxy-5-norbornene-2,3-dicarboximide), Cl.CN(CCCN=C=NCC)C (N-(3-dimethylaminopropyl)-N′-ethylcarbodiimide hydrochloride), CN(CCN)C (N,N-dimethylethylene diamine). Run in CN(C)C=O (DMF). Procedure: (1R,2S)-ethyl 1-((2S,4R)-4-(3-(benzo[d]thiazol-2-yl)quinoxalin-2-yloxy)pyrrolidine-2-carboxamido)-2-vinylcyclopropanecarboxylate, the title compound of Example 42a, N-hydroxy-5-norbornene-2,3-dicarboximide, and N-(3-dimethylaminopropyl)-N′-ethylcarbodiimide hydrochloride can be mixed and stirred in DMF for hours, followed by addition of N,N-dimethylethylene diamine. The reaction produces (1R,2S)-ethyl 1-((2S,4R)-1-((S)-2-(2-methylpyrimidine-5-carboxamido)non-8-enoyl)-4-(3-(benzo[d]thiazol-2-yl)q... RXN SMILES: [S:1]1[C:5]2[CH:6]=[CH:7][CH:8]=[CH:9][C:4]=2[N:3]=[C:2]1[C:10]1[C:11]([O:20][C@H:21]2[CH2:25][NH:24][C@H:23]([C:26]([NH:28][C@:29]3([C:34]([O:36][CH2:37][CH3:38])=[O:35])[CH2:31][C@H:30]3[CH:32]=[CH2:33])=[O:27])[CH2:22]2)=[N:12][C:13]2[C:18]([N:19]=1)=[CH:17][CH:16]=[CH:15][CH:14]=2.[CH3:39][C:40]1[N:45]=[CH:44][C:43]([C:46]([NH:48][C@@H:49]([CH2:53][CH2:54][CH2:55][CH2:56][CH2:57][CH:58]=[CH2:59])[C:50](O)=[O:51])=[O:47])=[CH:42][N:41]=1.ON1C(=O)C2C(C3CC2C=C3)C1=O.Cl.CN(C)CCCN=C=NCC.CN(C)CCN>CN(C=O)C>[CH3:39][C:40]1[N:41]=[CH:42][C:43]([C:46]([NH:48][C@@H:49]([CH2:53][CH2:54][CH2:55][CH2:56][CH2:57][CH:58]=[CH2:59])[C:50]([N:24]2[CH2:25][C@H:21]([O:20][C:11]3[C:10]([C:2]4[S:1][C:5]5[CH:6]=[CH:7][CH:8]=[CH:9][C:4]=5[N:3]=4)=[N:19][C:18]4[C:13](=[CH:14][CH:15]=[CH:16][CH:17]=4)[N:12]=3)[CH2:22][C@H:23]2[C:26]([NH:28][C@:29]2([C:34]([O:36][CH2:37][CH3:38])=[O:35])[CH2:31][C@H:30]2[CH:32]=[CH2:33])=[O:27])=[O:51])=[O:47])=[CH:44][N:45]=1 |f:3.4|. Yields the product CC1=NC=C(C=N1)C(=O)N[C@H](C(=O)N1[C@@H](C[C@H](C1)OC1=NC2=CC=CC=C2N=C1C=1SC2=C(N1)C=CC=C2)C(=O)N[C@]2([C@@H](C2)C=C)C(=O)OCC)CCCCCC=C ((1R,2S)-ethyl 1-((2S,4R)-1-((S)-2-(2-methylpyrimidine-5-carboxamido)non-8-enoyl)-4-(3-(benzo[d]thiazol-2-yl)quinoxalin-2-yloxy)pyrrolidine-2-carboxamido)-2-vinylcyclopropanecarboxylate). The reactants are Cc1nccn1-c1ccc(Nc2nc3c(c(OS(=O)(=O)C(F)(F)F)n2)CN(C(=O)OC(C)(C)C)CC3)cc1, CCNCC1CCCO1, CN(C)C=O. Product: CCN(CC1CCCO1)c1nc(Nc2ccc(-n3ccnc3C)cc2)nc2c1CN(C(=O)OC(C)(C)C)CC2. RXN SMILES: [CH3:1][c:2]1[n:3](-[c:7]2[cH:8][cH:9][c:10]([NH:13][c:14]3[n:15][c:16]([O:31][S:32]([C:33]([F:34])([F:35])[F:36])(=[O:37])=[O:38])[c:17]4[c:18]([n:19]3)[CH2:20][CH2:21][N:22]([C:24](=[O:25])[O:26][C:27]([CH3:28])([CH3:29])[CH3:30])[CH2:23]4)[cH:11][cH:12]2)[cH:4][cH:5][n:6]1.[O:39]1[CH:40]([CH2:44][NH:45][CH2:46][CH3:47])[CH2:41][CH2:42][CH2:43]1.[O:48]=[CH:49][N:50]([CH3:51])[CH3:52]>>[CH3:1][c:2]1[n:3](-[c:7]2[cH:8][cH:9][c:10]([NH:13][c:14]3[n:15][c:16]([N:45]([CH2:44][CH:40]4[O:39][CH2:43][CH2:42][CH2:41]4)[CH2:46][CH3:47])[c:17]4[c:18]([n:19]3)[CH2:20][CH2:21][N:22]([C:24](=[O:25])[O:26][C:27]([CH3:28])([CH3:29])[CH3:30])[CH2:23]4)[cH:11][cH:12]2)[cH:4][cH:5][n:6]1. The reactants are BrC=1C=NC=2N(C1)N=C(C2)C(=O)O (6-bromo-pyrazolo[1,5-a]pyrimidine-2-carboxylic acid), FC1=CC=C2CCNC(C2=C1)CC (7-fluoro-1-ethyl-1,2,3,4-tetrahydro-isoquinoline). Product: BrC=1C=NC=2N(C1)N=C(C2)C(=O)N2C(C1=CC(=CC=C1CC2)F)CC ((6-Bromo-pyrazolo[1,5-a]pyrimidin-2-yl)-(7-fluoro-1-ethyl-3,4-dihydro-1H-isoquinolin-2-yl)-methanone). RXN SMILES: [Br:1][C:2]1[CH:3]=[N:4][C:5]2[N:6]([N:8]=[C:9]([C:11]([OH:13])=O)[CH:10]=2)[CH:7]=1.[F:14][C:15]1[CH:24]=[C:23]2[C:18]([CH2:19][CH2:20][NH:21][CH:22]2[CH2:25][CH3:26])=[CH:17][CH:16]=1>>[Br:1][C:2]1[CH:3]=[N:4][C:5]2[N:6]([N:8]=[C:9]([C:11]([N:21]3[CH2:20][CH2:19][C:18]4[C:23](=[CH:24][C:15]([F:14])=[CH:16][CH:17]=4)[CH:22]3[CH2:25][CH3:26])=[O:13])[CH:10]=2)[CH:7]=1. Procedure details: In close analogy to the procedure described in Example 1, 6-bromo-pyrazolo[1,5-a]pyrimidine-2-carboxylic acid is reacted with 7-fluoro-1-ethyl-1,2,3,4-tetrahydro-isoquinoline to provide the title compound in moderate yield.